Task: describe an organic reaction: reactants, conditions, products, and yield. Dataset: the Open Reaction Database (ORD), a public repository of structured organic reaction records Starting materials: [H-].[Na+] (sodium hydride), COC1=CC=C(C(=O)C2=CC=C(C=C2)OC)C=C1 (4,4'-dimethoxybenzophenone), CS(=O)C (dimethylsulfoxide), [Cl-].C(=O)(O)CCC[P+](C1=CC=CC=C1)(C1=CC=CC=C1)C1=CC=CC=C1 ((3-carboxypropyl)triphenylphosphonium chloride). Run in O1CCCC1 (tetrahydrofuran). Product: COC1=CC=C(C=C1)C(=CCCC(=O)O)C1=CC=C(C=C1)OC (5,5-bis(4-methoxyphenyl)-4-pentenoic acid). The yield is 54.9%. As a reaction SMILES: [H-].[Na+].CS(C)=O.[Cl-].[C:8]([CH2:11][CH2:12][CH2:13][P+](C1C=CC=CC=1)(C1C=CC=CC=1)C1C=CC=CC=1)([OH:10])=[O:9].[CH3:33][O:34][C:35]1[CH:50]=[CH:49][C:38]([C:39]([C:41]2[CH:46]=[CH:45][C:44]([O:47][CH3:48])=[CH:43][CH:42]=2)=O)=[CH:37][CH:36]=1>O1CCCC1>[CH3:33][O:34][C:35]1[CH:50]=[CH:49][C:38]([C:39]([C:41]2[CH:46]=[CH:45][C:44]([O:47][CH3:48])=[CH:43][CH:42]=2)=[CH:13][CH2:12][CH2:11][C:8]([OH:10])=[O:9])=[CH:37][CH:36]=1 |f:0.1,3.4|. Procedure details: The reaction was performed as in Example 87 using sodium hydride (56% dispersion in oil; 9.5 g) dimethylsulfoxide (100 mL), (3-carboxypropyl)triphenylphosphonium chloride (35 g); 4,4'-dimethoxybenzophenone (26.4 g); and tetrahydrofuran (100 mL). After the usual work up, the crude acid was crystallized from dichloromethane-hexane to give 15.6 g of 5,5-bis(4-methoxyphenyl)-4-pentenoic acid, mp 113°-114° C. Anal. Calculated for C19H20O4 : C, 73.06; H, 6.45. Found: C, 73.00; H, 6.45. The reactants are BrC=1C=C(C=NC1OCC(F)(F)F)NC(C1=CN=CC=C1)=O (N-(5-bromo-6-(2,2,2-trifluoroethoxy)pyridin-3-yl)nicotinamide), C([O-])([O-])=O.[Na+].[Na+] (sodium carbonate), C1(=CC=CC=C1)C (toluene), ClC1=C(C=C(C=C1)B(O)O)C (4-chloro-3-methylphenylboronic acid). The reagents and catalysts are C1=CC=C(C=C1)P([C-]2C=CC=C2)C3=CC=CC=C3.C1=CC=C(C=C1)P([C-]2C=CC=C2)C3=CC=CC=C3.Cl[Pd]Cl.[Fe+2] (Pd(dppf)2Cl2). Solvent: C(C)(=O)OCC (ethyl acetate). Conditions: time 2 hour. Yields the product ClC1=C(C=C(C=C1)C=1C=C(C=NC1OCC(F)(F)F)NC(C1=CN=CC=C1)=O)C (N-(5-(4-chloro-3-methylphenyl)-6-(2,2,2-trifluoroethoxy)pyridin-3-yl)nicotin-amide). Isolated yield 98.8%. Reaction SMILES: Br[C:2]1[CH:3]=[C:4]([NH:14][C:15](=[O:22])[C:16]2[CH:21]=[CH:20][CH:19]=[N:18][CH:17]=2)[CH:5]=[N:6][C:7]=1[O:8][CH2:9][C:10]([F:13])([F:12])[F:11].C1(C)C=CC=CC=1.[Cl:30][C:31]1[CH:36]=[CH:35][C:34](B(O)O)=[CH:33][C:32]=1[CH3:40].C(=O)([O-])[O-].[Na+].[Na+]>C(OCC)(=O)C.C1C=CC(P(C2C=CC=CC=2)[C-]2C=CC=C2)=CC=1.C1C=CC(P(C2C=CC=CC=2)[C-]2C=CC=C2)=CC=1.Cl[Pd]Cl.[Fe+2]>[Cl:30][C:31]1[CH:36]=[CH:35][C:34]([C:2]2[CH:3]=[C:4]([NH:14][C:15](=[O:22])[C:16]3[CH:21]=[CH:20][CH:19]=[N:18][CH:17]=3)[CH:5]=[N:6][C:7]=2[O:8][CH2:9][C:10]([F:13])([F:12])[F:11])=[CH:33][C:32]=1[CH3:40] |f:3.4.5,7.8.9.10|. Reported procedure: In a 25 ml sealed tube N-(5-bromo-6-(2,2,2-trifluoroethoxy)pyridin-3-yl)nicotinamide (520 mg, 1.38 mmol) was combined with toluene (20 mL). Under argon atmosphere, were added 4-chloro-3-methylphenylboronic acid (471 mg, 2.77 mmol), an aqueous solution of sodium carbonate (2M, 1.38 mL) and Pd(dppf)2Cl2 (30 mg, 0.041 mmol). After two hours at 90° C., the dark re suspension was cooled to room temperature, diluted with ethyl acetate (10 mL), and washed with water (10 mL) and brine (10 mL). The aqueo...